Dataset: the Open Reaction Database (ORD), a public repository of structured organic reaction records. Task: describe an organic reaction: reactants, conditions, products, and yield Yields the product OC1=CC2=C(SC(=C2)C(=O)O)C(=C1O)[N+](=O)[O-] (5,6-Dihydroxy-7-nitro-benzo[b]thiophene-2-carboxylic acid). The reactants are COC(=O)C1=CC2=C(S1)C(=C(C(=C2)OCC)OCC)[N+](=O)[O-] (5,6-Diethoxy-7-nitro-benzo[b]thiophene-2-carboxylic acid methyl ester), Br (hydrobromic acid). Reaction SMILES: C[O:2][C:3]([C:5]1[S:9][C:8]2[C:10]([N+:20]([O-:22])=[O:21])=[C:11]([O:17]CC)[C:12]([O:14]CC)=[CH:13][C:7]=2[CH:6]=1)=[O:4].Br>C(O)(=O)C>[OH:14][C:12]1[C:11]([OH:17])=[C:10]([N+:20]([O-:22])=[O:21])[C:8]2[S:9][C:5]([C:3]([OH:4])=[O:2])=[CH:6][C:7]=2[CH:13]=1. Reported procedure: 5,6-Diethoxy-7-nitro-benzo[b]thiophene-2-carboxylic acid methyl ester (160 mg), hydrobromic acid (8 ml) and acetic acid (8 ml) was refluxed for 6 hours and stirred at room temperature overnight. The solid was filtered and washed with a solution of acetic acid and hydrobromic acid (1:1) and water. The product was recrystallized from acetonitrile. Run at time 8 hour. Solvent: C(C)(=O)O (acetic acid). Reactants: CCCc1nn(C)c2c(=O)[nH]c(-c3cc(Br)ccc3OCC)nc12, O=C([O-])[O-], CN(C)C=O, [Cu], I, [K+], [K+], O, c1c[nH]cn1. The product is CCCc1nn(C)c2c(=O)[nH]c(-c3cc(-n4ccnc4)ccc3OCC)nc12. Reaction SMILES: [Br:1][c:2]1[cH:3][cH:4][c:5]([O:22][CH2:23][CH3:24])[c:6](-[c:8]2[nH:9][c:10](=[O:21])[c:11]3[c:12]([n:13]2)[c:14]([CH2:18][CH2:19][CH3:20])[n:15][n:16]3[CH3:17])[cH:7]1.[C:30](=[O:31])([O-:32])[O-:33].[CH3:37][N:38]([CH3:39])[CH:40]=[O:41].[Cu:42].[I:36].[K+:34].[K+:35].[OH2:43].[nH:25]1[cH:26][n:27][cH:28][cH:29]1>>[c:2]1(-[n:25]2[cH:26][n:27][cH:28][cH:29]2)[cH:3][cH:4][c:5]([O:22][CH2:23][CH3:24])[c:6](-[c:8]2[nH:9][c:10](=[O:21])[c:11]3[c:12]([n:13]2)[c:14]([CH2:18][CH2:19][CH3:20])[n:15][n:16]3[CH3:17])[cH:7]1. Starting materials: COc1ccc(COCc2cncc(C3=NN(C(=O)c4ccc(-c5ccccn5)s4)C(c4ccccc4O)C3)c2)cc1, CO, Cl. Yields the product O=C(c1ccc(-c2ccccn2)s1)N1N=C(c2cncc(CO)c2)CC1c1ccccc1O. Reaction SMILES: [CH3:1][O:2][c:3]1[cH:4][cH:5][c:6]([CH2:7][O:8][CH2:9][c:10]2[cH:11][c:12]([C:16]3=[N:17][N:18]([C:28](=[O:29])[c:30]4[s:31][c:32](-[c:35]5[n:36][cH:37][cH:38][cH:39][cH:40]5)[cH:33][cH:34]4)[CH:19]([c:21]4[c:22]([OH:27])[cH:23][cH:24][cH:25][cH:26]4)[CH2:20]3)[cH:13][n:14][cH:15]2)[cH:41][cH:42]1.[CH3:44][OH:45].[ClH:43]>>[OH:8][CH2:9][c:10]1[cH:11][c:12]([C:16]2=[N:17][N:18]([C:28](=[O:29])[c:30]3[s:31][c:32](-[c:35]4[n:36][cH:37][cH:38][cH:39][cH:40]4)[cH:33][cH:34]3)[CH:19]([c:21]3[c:22]([OH:27])[cH:23][cH:24][cH:25][cH:26]3)[CH2:20]2)[cH:13][n:14][cH:15]1. The reactants are C(C)(C)(C)OC(=O)N1CCC(CC1)CCCC1=NC=CC=C1 (1-(t-butoxycarbonyl)-4-(3-(2-pyridyl)propyl)piperidine), C(=O)(C(F)(F)F)O (TFA). The solvent is C(Cl)Cl (CH2Cl2). Conditions: time 2 hour. Product: N1=C(C=CC=C1)CCCC1CCNCC1 (4-(3-(2-Pyridyl)propyl)piperidine). As a reaction SMILES: C(OC([N:8]1[CH2:13][CH2:12][CH:11]([CH2:14][CH2:15][CH2:16][C:17]2[CH:22]=[CH:21][CH:20]=[CH:19][N:18]=2)[CH2:10][CH2:9]1)=O)(C)(C)C.C(O)(C(F)(F)F)=O>C(Cl)Cl>[N:18]1[CH:19]=[CH:20][CH:21]=[CH:22][C:17]=1[CH2:16][CH2:15][CH2:14][CH:11]1[CH2:12][CH2:13][NH:8][CH2:9][CH2:10]1. Reported procedure: To a solution of 128 mg (0.42 mmol) of 1-(t-butoxycarbonyl)-4-(3-(2-pyridyl)propyl)piperidine (from EXAMPLE 72, Step A) in 1 mL of CH2Cl2 was added 1 mL of TFA. After stirring for 2 h at rt, the reaction was concentrated to give the title compound: 1H NMR (500 MHz) 1.22-1.46 (5H), 1.46 (9H), 1.73-1.79 (4H), 2.68 (t, J=11.8, 2H), 2.78 (t, J=7.8, 2H), 3.19 (d, J=11.8, 2H), 5.32 (br s, 1H), 7.09-7.15 (2H), 7.59 (t, J=7.7, 2H), 8.52 (d, J=4.6, 1H). The reactants are CC(C)C(O)(c1cccc(Br)c1)c1cn(C(c2ccccc2)(c2ccccc2)c2ccccc2)cn1, CCCC[Sn](CCCC)(CCCC)c1ccco1. The product is CC(C)C(O)(c1cccc(-c2ccco2)c1)c1cn(C(c2ccccc2)(c2ccccc2)c2ccccc2)cn1. As a reaction SMILES: [Br:1][c:2]1[cH:3][c:4]([C:8]([CH:9]([CH3:10])[CH3:11])([OH:12])[c:13]2[n:14][cH:15][n:16]([C:18]([c:19]3[cH:20][cH:21][cH:22][cH:23][cH:24]3)([c:25]3[cH:26][cH:27][cH:28][cH:29][cH:30]3)[c:31]3[cH:32][cH:33][cH:34][cH:35][cH:36]3)[cH:17]2)[cH:5][cH:6][cH:7]1.[CH2:37]([Sn:38]([CH2:39][CH2:40][CH2:41][CH3:47])([c:42]1[o:43][cH:44][cH:45][cH:46]1)[CH2:48][CH2:49][CH2:50][CH3:51])[CH2:52][CH2:53][CH3:54]>>[c:2]1(-[c:42]2[o:43][cH:44][cH:45][cH:46]2)[cH:3][c:4]([C:8]([CH:9]([CH3:10])[CH3:11])([OH:12])[c:13]2[n:14][cH:15][n:16]([C:18]([c:19]3[cH:20][cH:21][cH:22][cH:23][cH:24]3)([c:25]3[cH:26][cH:27][cH:28][cH:29][cH:30]3)[c:31]3[cH:32][cH:33][cH:34][cH:35][cH:36]3)[cH:17]2)[cH:5][cH:6][cH:7]1. The reactants are C(C1=CC=CC=C1)N1C(=NC=C1)COC1=CC2=C(NC(=NS2(=O)=O)C=2C(N(C3=CC=CC=C3C2O)NCC2CC2)=O)C=C1 (3-{7-[(1-benzyl-1H-imidazol-2-yl)methoxy]-1,1-dioxido-4H-1,2,4-benzothiadiazin-3-yl}-1-[(cyclopropylmethyl)amino]-4-hydroxyquinolin-2(1H)-one), 1,4-cyclodiene. The reagents and catalysts are [Pd] (palladium black). Solvent: CN(C=O)C (N,N-dimethylformamide). Run at temperature 70 celsius. Yields the product C1(CC1)CNN1C(C(=C(C2=CC=CC=C12)O)C1=NS(C2=C(N1)C=CC(=C2)OCC=2NC=CN2)(=O)=O)=O (1-[(cyclopropylmethyl)amino]-4-hydroxy-3-[7-(1H-imidazol-2-ylmethoxy)-1,1-dioxido-4H-1,2,4-benzothiadiazin-3-yl]quinolin-2(1H)-one). Yield: 43.9%. RXN SMILES: C([N:8]1[CH:12]=[CH:11][N:10]=[C:9]1[CH2:13][O:14][C:15]1[CH:43]=[CH:42][C:18]2[NH:19][C:20]([C:25]3[C:26](=[O:41])[N:27]([NH:36][CH2:37][CH:38]4[CH2:40][CH2:39]4)[C:28]4[C:33]([C:34]=3[OH:35])=[CH:32][CH:31]=[CH:30][CH:29]=4)=[N:21][S:22](=[O:24])(=[O:23])[C:17]=2[CH:16]=1)C1C=CC=CC=1>CN(C)C=O.[Pd]>[CH:38]1([CH2:37][NH:36][N:27]2[C:28]3[C:33](=[CH:32][CH:31]=[CH:30][CH:29]=3)[C:34]([OH:35])=[C:25]([C:20]3[NH:19][C:18]4[CH:42]=[CH:43][C:15]([O:14][CH2:13][C:9]5[NH:10][CH:11]=[CH:12][N:8]=5)=[CH:16][C:17]=4[S:22](=[O:23])(=[O:24])[N:21]=3)[C:26]2=[O:41])[CH2:40][CH2:39]1. Reported procedure: Product of Example 390A (16 mg, 0.027 mmol) in N,N-dimethylformamide (1 mL) was added 1,4-cyclodiene (25.5μl, 0.27 mmol) and palladium black (16 mg). The mixture was heated at 70° C. for 1 day. The mixture was filtered with Celite® and washed with N,N-dimethylformamide. The solution was evaporated under reduced pressure and the residue was chromatographed on silica gel eluting with dichloromethane:methanol (98:2) to give the title compound (6 mg, 44%). 1H NMR (300 MHz, DMSO-d6) δ 0.16 (d, J=4.41... The reactants are CC(=O)OC(c1ccc(F)cc1)C(NC(=O)OC(C)(C)C)C(=O)N1CCCC1, CCOCC, Cl. Product: CC(=O)OC(c1ccc(F)cc1)C(N)C(=O)N1CCCC1, Cl. As a reaction SMILES: [C:1]([CH3:2])(=[O:3])[O:4][CH:5]([CH:6]([C:7]([N:8]1[CH2:9][CH2:10][CH2:11][CH2:12]1)=[O:13])[NH:14][C:15]([O:16][C:17]([CH3:18])([CH3:19])[CH3:20])=[O:21])[c:22]1[cH:23][cH:24][c:25]([F:28])[cH:26][cH:27]1.[CH3:30][CH2:31][O:32][CH2:33][CH3:34].[ClH:29]>>[C:1]([CH3:2])(=[O:3])[O:4][CH:5]([CH:6]([C:7]([N:8]1[CH2:9][CH2:10][CH2:11][CH2:12]1)=[O:13])[NH2:14])[c:22]1[cH:23][cH:24][c:25]([F:28])[cH:26][cH:27]1.[ClH:29]. Reactants: [Al+3], C1CCOC1, Cc1[nH]cnc1CN1CCc2c(c3cccc(F)c3n2C)C1=O, [H-], [H-], [H-], [H-], [Li+], [Na+], [Na+], O=S(=O)([O-])[O-], O. The product is Cc1[nH]cnc1CN1CCc2c(c3cccc(F)c3n2C)C1. As a reaction SMILES: [Al+3:25].[CH2:38]1[O:39][CH2:40][CH2:41][CH2:42]1.[F:1][c:2]1[cH:3][cH:4][cH:5][c:6]2[c:7]3[c:8]([n:9]([CH3:11])[c:10]12)[CH2:12][CH2:13][N:14]([CH2:17][c:18]1[n:19][cH:20][nH:21][c:22]1[CH3:23])[C:15]3=[O:16].[H-:24].[H-:27].[H-:28].[H-:29].[Li+:26].[Na+:31].[Na+:32].[O-:33][S:34](=[O:35])(=[O:36])[O-:37].[OH2:30]>>[F:1][c:2]1[cH:3][cH:4][cH:5][c:6]2[c:7]3[c:8]([n:9]([CH3:11])[c:10]12)[CH2:12][CH2:13][N:14]([CH2:17][c:18]1[n:19][cH:20][nH:21][c:22]1[CH3:23])[CH2:15]3. Reactants: C1(CC1)N1C=C(C(C2=CC(=C(C(=C12)F)F)F)=O)C(=O)O (1-cyclopropyl-6,7,8-trifluoro-1,4-dihydro-4-oxoquinoline-3-carboxylic acid), O1CCN(CC1)CC1CNCCO1 (2-(morpholinomethyl)morpholine). Yields the product C1(CC1)N1C=C(C(C2=CC(=C(C(=C12)F)N1CC(OCC1)CN1CCOCC1)F)=O)C(=O)O (1-cyclopropyl-6,8-difluoro-1,4-dihydro-7-[2-(morpholinomethyl)morpholino]-4-oxoquinoline-3-carboxylic acid). As a reaction SMILES: [CH:1]1([N:4]2[C:13]3[C:8](=[CH:9][C:10]([F:16])=[C:11](F)[C:12]=3[F:14])[C:7](=[O:17])[C:6]([C:18]([OH:20])=[O:19])=[CH:5]2)[CH2:3][CH2:2]1.[O:21]1[CH2:26][CH2:25][N:24]([CH2:27][CH:28]2[O:33][CH2:32][CH2:31][NH:30][CH2:29]2)[CH2:23][CH2:22]1>>[CH:1]1([N:4]2[C:13]3[C:8](=[CH:9][C:10]([F:16])=[C:11]([N:30]4[CH2:31][CH2:32][O:33][CH:28]([CH2:27][N:24]5[CH2:23][CH2:22][O:21][CH2:26][CH2:25]5)[CH2:29]4)[C:12]=3[F:14])[C:7](=[O:17])[C:6]([C:18]([OH:20])=[O:19])=[CH:5]2)[CH2:3][CH2:2]1. Reported procedure: By the use of 1-cyclopropyl-6,7,8-trifluoro-1,4-dihydro-4-oxoquinoline-3-carboxylic acid and 2-(morpholinomethyl)morpholine, the reaction is similarly carried out as Example 11 to give 1-cyclopropyl-6,8-difluoro-1,4-dihydro-7-[2-(morpholinomethyl)morpholino]-4-oxoquinoline-3-carboxylic acid, melting at 171°-172° C. The reactants are [C@@H]12CNCC[C@H]2CN1C1=NC2=CC=CC=C2N=C1 ((1R,6S)-2-(3,8-diaza-bicyclo[4.2.0]oct-8-yl)quinoxaline), CC1=C(C=C(C=C1)C)S(=O)(=O)Cl (2,5-dimethyl-benzenesulfonyl chloride), C1(=CC=CC=C1)C1=NC(=NC=C1)N1CC2CCNCC12 (8-(4-phenyl-pyrimidin-2-yl)-3,8-diaza-bicyclo[4.2.0]octane), CC1=C(C=CC(=C1)C)S(=O)(=O)Cl (2,4-dimethyl-benzenesulfonyl chloride). The product is CC1=C(C=CC(=C1)C)S(=O)(=O)N1C[C@@H]2N(C[C@@H]2CC1)C1=NC2=CC=CC=C2N=C1 ((1R,6S)2-[3-(2,4-Dimethyl-benzenesulfonyl)-3,8-diaza-bicyclo[4.2.0]oct-8-yl]-quinoxaline). RXN SMILES: [C@@H:1]12[N:8]([C:9]3[CH:18]=[N:17][C:16]4[C:11](=[CH:12][CH:13]=[CH:14][CH:15]=4)[N:10]=3)[CH2:7][C@@H:6]1[CH2:5][CH2:4][NH:3][CH2:2]2.C1(C2C=CN=C(N3C4C(CCNC4)C3)N=2)C=CC=CC=1.[CH3:39][C:40]1[CH:45]=[C:44]([CH3:46])[CH:43]=[CH:42][C:41]=1[S:47](Cl)(=[O:49])=[O:48].CC1C=CC(C)=CC=1S(Cl)(=O)=O>>[CH3:39][C:40]1[CH:45]=[C:44]([CH3:46])[CH:43]=[CH:42][C:41]=1[S:47]([N:3]1[CH2:4][CH2:5][C@@H:6]2[C@@H:1]([N:8]([C:9]3[CH:18]=[N:17][C:16]4[C:11](=[CH:12][CH:13]=[CH:14][CH:15]=4)[N:10]=3)[CH2:7]2)[CH2:2]1)(=[O:48])=[O:49]. Procedure details: The title compound was prepared in a manner analogous to Example 19, substituting (1R,6S)-2-(3,8-diaza-bicyclo[4.2.0]oct-8-yl)-quinoxaline (Intermediate 3) for 8-(4-phenyl-pyrimidin-2-yl)-3,8-diaza-bicyclo[4.2.0]octane and 2,4-dimethyl-benzenesulfonyl chloride for 2,5-dimethyl-benzenesulfonyl chloride. MS (ESI) mass calcd. for C22H24N4O2S, 408.52; m/z found 409.2 [M+H]+. 1H NMR (400 MHz, CDCl3): 7.96 (s, 1H), 7.86 (dd, J=8.2, 1.3, 1H), 7.66 (d, J=1.2, 1H), 7.58-7.52 (m, 1H), 7.49 (dd, J=8.4, 1.1...